Dataset: the Open Reaction Database (ORD), a public repository of structured organic reaction records. Task: describe an organic reaction: reactants, conditions, products, and yield The reactants are S(=O)(Cl)Cl (thionyl chloride), O1C(=NCC1)C1=CC=C(OCCCCCCCC2=C(C(=NO2)C)CO)C=C1 (5-{7-[4-(4,5-dihydro-2-oxazolyl)phenoxy]heptyl}-3-methyl-4-isoxazolemethanol). Run in C(Cl)Cl (methylene dichloride), C(Cl)Cl (methylene dichloride). Conditions: temperature 0 celsius, time 2 hour. Yields the product ClCC=1C(=NOC1CCCCCCCOC1=CC=C(C=C1)C=1OCCN1)C (4-chloromethyl-5-{7-[4-(4,5-dihydro-2-oxazolyl)phenoxy]heptyl}-3-methylisoxazole). Reaction SMILES: S(Cl)([Cl:3])=O.[O:5]1[CH2:9][CH2:8][N:7]=[C:6]1[C:10]1[CH:31]=[CH:30][C:13]([O:14][CH2:15][CH2:16][CH2:17][CH2:18][CH2:19][CH2:20][CH2:21][C:22]2[O:26][N:25]=[C:24]([CH3:27])[C:23]=2[CH2:28]O)=[CH:12][CH:11]=1>C(Cl)Cl>[Cl:3][CH2:28][C:23]1[C:24]([CH3:27])=[N:25][O:26][C:22]=1[CH2:21][CH2:20][CH2:19][CH2:18][CH2:17][CH2:16][CH2:15][O:14][C:13]1[CH:30]=[CH:31][C:10]([C:6]2[O:5][CH2:9][CH2:8][N:7]=2)=[CH:11][CH:12]=1. Reported procedure: To a solution of 2.1 ml of thionyl chloride in 5.0 ml of methylene dichloride cooled in an ice-bath was added over a 30 minute period a suspension of 5 g of 5-{7-[4-(4,5-dihydro-2-oxazolyl)phenoxy]heptyl}-3-methyl-4-isoxazolemethanol (Example 29b) in 20 ml of methylene dichloride. The reaction mixture was stirred at 0° C. for 2 hours and then at room temperature for 3 hours. The solvent was then removed in vacuo and the residue triturated with ether. The solid product was collected and recrystal...